From a dataset of the Open Reaction Database (ORD), a public repository of structured organic reaction records. describe an organic reaction: reactants, conditions, products, and yield Starting materials: [Mg] (magnesium), Grignard Reagent, ClC1C(CCCC1)=O (2-chlorocyclohexanone), COC=1C=C(C=CC1)Br (3-methoxybromobenzene). Solvent: CCOCC (ether), CCOCC (ether), CCOCC (ether). Product: COC=1C=C(C=CC1)C1C(CCCC1)=O (2-(3-methoxyphenyl)cyclohexanone). RXN SMILES: [CH3:1][O:2][C:3]1[CH:4]=[C:5](Br)[CH:6]=[CH:7][CH:8]=1.[Mg].Cl[CH:12]1[CH2:17][CH2:16][CH2:15][CH2:14][C:13]1=[O:18]>CCOCC>[CH3:1][O:2][C:3]1[CH:4]=[C:5]([CH:12]2[CH2:17][CH2:16][CH2:15][CH2:14][C:13]2=[O:18])[CH:6]=[CH:7][CH:8]=1. Procedure: A mixture of 261.8 g of 3-methoxybromobenzene in 500 ml of ether is added dropwise to a 34.0 g sample of magnesium in 600 ml of ether. To the reaction mixture is added a suitable catalyst and the mixture is heated vigorously to initiate the reaction. The prepared Grignard Reagent is cooled in an ice bath while 185.6 g of 2-chlorocyclohexanone in 500 ml of ether is introduced. The ether is removed and xylene added and the xylene solution is refluxed for 1 hour. The solution is poured over ice and... As a reaction SMILES: [C:51]([CH3:52])([CH3:53])([CH3:54])[OH:55].[CH3:71][N:72]([CH3:73])[c:74]1[cH:75][cH:76][n:77][cH:78][cH:79]1.[CH:56]1([N:57]=[C:58]=[N:59][CH:60]2[CH2:61][CH2:62][CH2:63][CH2:64][CH2:65]2)[CH2:66][CH2:67][CH2:68][CH2:69][CH2:70]1.[NH2:44][CH:45]([C:46]([OH:47])=[O:48])[CH2:49][SH:50].[O:80]1[CH2:81][CH2:82][CH2:83][CH2:84]1.[cH:1]1[cH:2][cH:3][cH:4][c:5]2[c:13]1[CH:12]([CH2:14][O:15][C:16](=[O:17])[NH:18][CH:19]([C:20](=[O:21])[OH:22])[CH2:23][S:24][C:25]([c:26]1[cH:27][cH:28][cH:29][cH:30][cH:31]1)([c:32]1[cH:33][cH:34][cH:35][cH:36][cH:37]1)[c:38]1[cH:39][cH:40][cH:41][cH:42][cH:43]1)[c:11]1[c:6]-2[cH:7][cH:8][cH:9][cH:10]1>>[cH:1]1[cH:2][cH:3][cH:4][c:5]2[c:13]1[CH:12]([CH2:14][O:15][C:16](=[O:17])[NH:18][CH:19]([C:20]([O:21][C:51]([CH3:52])([CH3:53])[CH3:54])=[O:22])[CH2:23][S:24][C:25]([c:26]1[cH:27][cH:28][cH:29][cH:30][cH:31]1)([c:32]1[cH:33][cH:34][cH:35][cH:36][cH:37]1)[c:38]1[cH:39][cH:40][cH:41][cH:42][cH:43]1)[c:11]1[c:6]-2[cH:7][cH:8][cH:9][cH:10]1. Product: CC(C)(C)OC(=O)C(CSC(c1ccccc1)(c1ccccc1)c1ccccc1)NC(=O)OCC1c2ccccc2-c2ccccc21. Reactants: CC(C)(C)O, CN(C)c1ccncc1, C(=NC1CCCCC1)=NC1CCCCC1, NC(CS)C(=O)O, C1CCOC1, O=C(NC(CSC(c1ccccc1)(c1ccccc1)c1ccccc1)C(=O)O)OCC1c2ccccc2-c2ccccc21.